Dataset: the Open Reaction Database (ORD), a public repository of structured organic reaction records. Task: describe an organic reaction: reactants, conditions, products, and yield The reactants are C(Cl)(Cl)Cl.CO (CHCl3 MeOH), C(CCCCOC1\C(\CN2[C@@H]1[C@@H](N(C1=C(C2=O)C=C(C=C1)OC)C(=O)OCC=C)O)=C/C)OC1\C(\CN2[C@@H]1[C@@H](N(C1=C(C2=O)C=C(C=C1)OC)C(=O)OCC=C)O)=C/C (1,1′-[(Pentane-1,5-diyl)dioxy]-bis[(11S,11aS,2Z)-10-(allyloxycarbonyl)-11-hydroxy-7-methoxy-2-ethylidene-1,2,3,10,11,11a-hexahydro-5H-pyrrolo[2,1-c][1,4]benzodiazepin-5-one]), C1(=CC=CC=C1)P(C1=CC=CC=C1)C1=CC=CC=C1 (triphenylphosphine), N1CCCC1 (pyrrolidine). The reagents and catalysts are C=1C=CC(=CC1)[P](C=2C=CC=CC2)(C=3C=CC=CC3)[Pd]([P](C=4C=CC=CC4)(C=5C=CC=CC5)C=6C=CC=CC6)([P](C=7C=CC=CC7)(C=8C=CC=CC8)C=9C=CC=CC9)[P](C=1C=CC=CC1)(C=1C=CC=CC1)C=1C=CC=CC1 (tetrakis(triphenylphosphine)palladium). Run in C(Cl)Cl (CH2Cl2). Product: bis-imine, C(CCCCOC1\C(\CN2[C@H]1C=NC1=C(C2=O)C=C(C=C1)OC)=C/C)OC1\C(\CN2[C@H]1C=NC1=C(C2=O)C=C(C=C1)OC)=C/C (1,1′-[(Pentane-1,5-diyl)dioxy]-bis[(11aS,2Z)-7-methoxy-2-ethylidene-1,2,3,11a-tetrahydro-5H-pyrrolo[2,1-c][1,4]benzodiazepin-5-one]). As a reaction SMILES: [CH2:1]([O:33][CH:34]1[C@H:38]2[C@H:39](O)[N:40](C(OCC=C)=O)[C:41]3[CH:48]=[CH:47][C:46]([O:49][CH3:50])=[CH:45][C:42]=3[C:43](=[O:44])[N:37]2[CH2:36]/[C:35]/1=[CH:58]/[CH3:59])[CH2:2][CH2:3][CH2:4][CH2:5][O:6][CH:7]1[C@H:11]2[C@H:12](O)[N:13](C(OCC=C)=O)[C:14]3[CH:21]=[CH:20][C:19]([O:22][CH3:23])=[CH:18][C:15]=3[C:16](=[O:17])[N:10]2[CH2:9]/[C:8]/1=[CH:31]/[CH3:32].C1(P(C2C=CC=CC=2)C2C=CC=CC=2)C=CC=CC=1.N1CCCC1.C(Cl)(Cl)Cl.CO>C(Cl)Cl.C1C=CC([P]([Pd]([P](C2C=CC=CC=2)(C2C=CC=CC=2)C2C=CC=CC=2)([P](C2C=CC=CC=2)(C2C=CC=CC=2)C2C=CC=CC=2)[P](C2C=CC=CC=2)(C2C=CC=CC=2)C2C=CC=CC=2)(C2C=CC=CC=2)C2C=CC=CC=2)=CC=1>[CH2:1]([O:33][CH:34]1[C@@H:38]2[CH:39]=[N:40][C:41]3[CH:48]=[CH:47][C:46]([O:49][CH3:50])=[CH:45][C:42]=3[C:43](=[O:44])[N:37]2[CH2:36]/[C:35]/1=[CH:58]/[CH3:59])[CH2:2][CH2:3][CH2:4][CH2:5][O:6][CH:7]1[C@@H:11]2[CH:12]=[N:13][C:14]3[CH:21]=[CH:20][C:19]([O:22][CH3:23])=[CH:18][C:15]=3[C:16](=[O:17])[N:10]2[CH2:9]/[C:8]/1=[CH:31]/[CH3:32] |f:3.4,^1:96,98,117,136|. Procedure details: A catalytic amount of tetrakis(triphenylphosphine)palladium (14.4 mg, 12.5 μmol) was added to a stirred solution of the bis-alloc-carbinolamine 5 (200 mg, 0.25 mmol), triphenylphosphine (6.30 mg, 24.1 μmol) and pyrrolidine (33 mg, 40.1 μL 0.48 mmol) in CH2Cl2 (13 mL) under a nitrogen atmosphere. The reaction mixture was allowed to warm to room temperature and the progress of reaction monitored by TLC (95:5 v/v CHCl3/MeOH). After two and a half hours TLC revealed the reaction was complete to give... Reactants: CCO, CC1(C)OB(C=Cc2ccccc2)OC1(C)C, CCOC(C)=O, N#Cc1ncc(Cl)cc1Cl, [Na+], [Na+], O=C([O-])[O-], O, Cc1ccccc1. Product: N#Cc1ncc(C=Cc2ccccc2)cc1Cl. Reaction SMILES: [CH2:34]([OH:35])[CH3:36].[CH3:11][C:12]1([CH3:13])[C:14]([CH3:15])([CH3:16])[O:17][B:18]([CH:19]=[CH:20][c:21]2[cH:22][cH:23][cH:24][cH:25][cH:26]2)[O:27]1.[CH3:44][CH2:45][O:46][C:47](=[O:48])[CH3:49].[Cl:1][c:2]1[c:3]([C:9]#[N:10])[n:4][cH:5][c:6]([Cl:8])[cH:7]1.[Na+:28].[Na+:29].[O-:30][C:31](=[O:32])[O-:33].[OH2:50].[c:37]1([CH3:38])[cH:39][cH:40][cH:41][cH:42][cH:43]1>>[Cl:1][c:2]1[c:3]([C:9]#[N:10])[n:4][cH:5][c:6]([CH:19]=[CH:20][c:21]2[cH:22][cH:23][cH:24][cH:25][cH:26]2)[cH:7]1. Starting materials: CCN=C=NCCCN(C)C, CN(C)C=O, [Cl-], Cc1cc(C(=O)O)cc(Cl)n1, Cl, Nc1cccc(Oc2ccc3nc(NC(=O)C4CC4)cn3n2)c1, [NH4+], On1nnc2ccccc21. The product is Cc1cc(C(=O)Nc2cccc(Oc3ccc4nc(NC(=O)C5CC5)cn4n3)c2)cc(Cl)n1. Reaction SMILES: [CH3:36][N:37]([CH3:38])[CH2:39][CH2:40][CH2:41][N:42]=[C:43]=[N:44][CH2:45][CH3:46].[CH3:59][N:60]([CH3:61])[CH:62]=[O:63].[Cl-:57].[Cl:24][c:25]1[n:26][c:27]([CH3:34])[cH:28][c:29]([C:31](=[O:32])[OH:33])[cH:30]1.[ClH:35].[NH2:1][c:2]1[cH:3][c:4]([O:5][c:6]2[cH:7][cH:8][c:9]3[n:10]([n:11]2)[cH:12][c:13]([NH:15][C:16](=[O:17])[CH:18]2[CH2:19][CH2:20]2)[n:14]3)[cH:21][cH:22][cH:23]1.[NH4+:58].[OH:47][n:48]1[c:49]2[cH:50][cH:51][cH:52][cH:53][c:54]2[n:55][n:56]1>>[NH:1]([c:2]1[cH:3][c:4]([O:5][c:6]2[cH:7][cH:8][c:9]3[n:10]([n:11]2)[cH:12][c:13]([NH:15][C:16](=[O:17])[CH:18]2[CH2:19][CH2:20]2)[n:14]3)[cH:21][cH:22][cH:23]1)[C:31]([c:29]1[cH:28][c:27]([CH3:34])[n:26][c:25]([Cl:24])[cH:30]1)=[O:32]. Starting materials: [Na] (sodium), C(CC(=O)OCC)(=O)OCC (diethyl malonate), C1(CCCCC1)CBr (cyclohexylmethyl bromide). Run in C(C)O (ethanol). Run at temperature 70 celsius, time 12 hour. Product: C1(CCCCC1)CC(C(=O)OCC)C(=O)OCC (diethyl 2-cyclohexylmethylmalonate). Reaction SMILES: [Na].[C:2]([O:10][CH2:11][CH3:12])(=[O:9])[CH2:3][C:4]([O:6][CH2:7][CH3:8])=[O:5].[CH:13]1([CH2:19]Br)[CH2:18][CH2:17][CH2:16][CH2:15][CH2:14]1>C(O)C>[CH:13]1([CH2:19][CH:3]([C:4]([O:6][CH2:7][CH3:8])=[O:5])[C:2]([O:10][CH2:11][CH3:12])=[O:9])[CH2:18][CH2:17][CH2:16][CH2:15][CH2:14]1 |^1:0|. Procedure: A solution comprised of sodium (6.9 g, 0.3 mmol) in ethanol (250 mL) was treated sequentially with diethyl malonate (53.127 g, 0.3 mol) and then cyclohexylmethyl bromide (46 mL, 0.33 mol) at ambient temperature. The mixture was heated to 70° C. and stirred for approximately 12 hours. The mixture was cooled and solvent was removed by evaporation. The residue was diluted with ice water and the dilution was extracted with ethyl acetate (4×). The combined extracts were washed with water (4×) and bri... Starting materials: [Cl-], Cc1cc(F)ccc1-c1nc(NS(C)(=O)=O)nc2c1ccc(=O)n2-c1c(F)cccc1F, [H-], CI, [NH4+], [Na+], CN(C)C=O. Product: Cc1cc(F)ccc1-c1nc(N(C)S(C)(=O)=O)nc2c1ccc(=O)n2-c1c(F)cccc1F. RXN SMILES: [Cl-:37].[F:1][c:2]1[c:3](-[n:9]2[c:10](=[O:32])[cH:11][cH:12][c:13]3[c:14]2[n:15][c:16]([NH:27][S:28](=[O:29])(=[O:30])[CH3:31])[n:17][c:18]3-[c:19]2[c:20]([CH3:26])[cH:21][c:22]([F:25])[cH:23][cH:24]2)[c:4]([F:8])[cH:5][cH:6][cH:7]1.[H-:34].[I:35][CH3:36].[NH4+:38].[Na+:33].[O:39]=[CH:40][N:41]([CH3:42])[CH3:43]>>[F:1][c:2]1[c:3](-[n:9]2[c:10](=[O:32])[cH:11][cH:12][c:13]3[c:14]2[n:15][c:16]([N:27]([S:28](=[O:29])(=[O:30])[CH3:31])[CH3:36])[n:17][c:18]3-[c:19]2[c:20]([CH3:26])[cH:21][c:22]([F:25])[cH:23][cH:24]2)[c:4]([F:8])[cH:5][cH:6][cH:7]1. The reactants are ClC1=NC=2N(C(=C1C1=C(C=C(C=C1F)OCCCOCC1=CC=C(C=C1)OC)F)C1CCCCCC1)N=CN2 (5-chloro-7-cycloheptyl-6-(2,6-difluoro-4-{3-[(4-methoxybenzyl)oxy]propoxy}phenyl)[1,2,4]triazolo[1,5-a]pyrimidine), ClC=1C(C(=C(C(C1Cl)=O)C#N)C#N)=O (2,3-dichloro-5,6-dicyano-1,4-bezoquinone). The solvent is C(Cl)Cl (methylene chloride), O (water). Run at time 20 minute. Yields the product ClC1=NC=2N(C(=C1C1=C(C=C(OCCCO)C=C1F)F)C1CCCCCC1)N=CN2 (3-[4-(5-chloro-7-cycloheptyl[1,2,4]triazolo[1,5-a]pyrimidin-6-yl)-3,5-difluorophenoxy]propan-1-ol). Yield: 77.8%. RXN SMILES: [Cl:1][C:2]1[C:7]([C:8]2[C:13]([F:14])=[CH:12][C:11]([O:15][CH2:16][CH2:17][CH2:18][O:19]CC3C=CC(OC)=CC=3)=[CH:10][C:9]=2[F:29])=[C:6]([CH:30]2[CH2:36][CH2:35][CH2:34][CH2:33][CH2:32][CH2:31]2)[N:5]2[N:37]=[CH:38][N:39]=[C:4]2[N:3]=1.ClC1C(=O)C(C#N)=C(C#N)C(=O)C=1Cl>C(Cl)Cl.O>[Cl:1][C:2]1[C:7]([C:8]2[C:13]([F:14])=[CH:12][C:11]([O:15][CH2:16][CH2:17][CH2:18][OH:19])=[CH:10][C:9]=2[F:29])=[C:6]([CH:30]2[CH2:36][CH2:35][CH2:34][CH2:33][CH2:32][CH2:31]2)[N:5]2[N:37]=[CH:38][N:39]=[C:4]2[N:3]=1. Reported procedure: To a solution of 5-chloro-7-cycloheptyl-6-(2,6-difluoro-4-{3-[(4-methoxybenzyl)oxy]propoxy}phenyl)[1,2,4]triazolo[1,5-a]pyrimidine (56 mg, 0.1 mmol) in 4 mL of methylene chloride and 0.2 mL of water is added 2,3-dichloro-5,6-dicyano-1,4-bezoquinone (100 mg, 0.44 mmol). The mixture is stirred at room temperature for 20 minutes, then washed with saturated aqueous sodium bicarbonate solution (x2), dried over magnesium sulfate, and concentrated to a residue. The residue is chromatographed over silic...